Dataset: the Open Reaction Database (ORD), a public repository of structured organic reaction records. Task: describe an organic reaction: reactants, conditions, products, and yield Starting materials: CN(C1=CC=CC=C1)C (N,N-dimethylaniline), NC=1C(=NC(=CC1OCC(F)(F)F)C)OCCOC (3-Amino-2-[(2-methoxyethyl)oxy]-6-methyl-4-[(2,2,2-trifluoroethyl)oxy]pyridine), BrCC(=O)Br (bromoacetyl bromide). Run in ClCCl (dichloromethane), ClCCl (dichloromethane). Yields the product BrCC(=O)NC=1C(=NC(=CC1OCC(F)(F)F)C)OCCOC (2-bromo-N-[2-[(2-methoxyethyl)oxy]-6-methyl-4-[(2,2,2-trifluoroethyl)oxy]pyridin-3-yl]acetamide). Reaction SMILES: [NH2:1][C:2]1[C:3]([O:15][CH2:16][CH2:17][O:18][CH3:19])=[N:4][C:5]([CH3:14])=[CH:6][C:7]=1[O:8][CH2:9][C:10]([F:13])([F:12])[F:11].CN(C)C1C=CC=CC=1.[Br:29][CH2:30][C:31](Br)=[O:32]>ClCCl>[Br:29][CH2:30][C:31]([NH:1][C:2]1[C:3]([O:15][CH2:16][CH2:17][O:18][CH3:19])=[N:4][C:5]([CH3:14])=[CH:6][C:7]=1[O:8][CH2:9][C:10]([F:11])([F:12])[F:13])=[O:32]. Procedure details: 3-Amino-2-[(2-methoxyethyl)oxy]-6-methyl-4-[(2,2,2-trifluoroethyl)oxy]pyridine (1.39 g, 4.96 mmol) was dissolved in dichloromethane (15 mL). N,N-dimethylaniline (0.76 g, 6.27 mmol) was added to the solution. Under stirring on an ice bath, bromoacetyl bromide (1.16 g, 5.75 mmol) in dichloromethane (5 mL) was added dropwise to the mixture, followed by stirring at the same temperature for 30 minutes. The reacion mixture was directly subjected to silica gel column chromatography (eluent: n-hexane/et...